Dataset: the Open Reaction Database (ORD), a public repository of structured organic reaction records. Task: describe an organic reaction: reactants, conditions, products, and yield As a reaction SMILES: [F:1][C:2]1[CH:7]=[CH:6][C:5]([C:8]2[CH:13]=[C:12]([C:14]([F:17])([F:16])[F:15])[N:11]=[C:10]([N:18]3[CH:22]=[C:21](I)[N:20]=[CH:19]3)[N:9]=2)=[CH:4][CH:3]=1.[NH2:24][C:25]1[CH:30]=[CH:29][C:28](B2OC(C)(C)C(C)(C)O2)=[CH:27][N:26]=1>>[F:1][C:2]1[CH:7]=[CH:6][C:5]([C:8]2[CH:13]=[C:12]([C:14]([F:17])([F:16])[F:15])[N:11]=[C:10]([N:18]3[CH:22]=[C:21]([C:28]4[CH:29]=[CH:30][C:25]([NH2:24])=[N:26][CH:27]=4)[N:20]=[CH:19]3)[N:9]=2)=[CH:4][CH:3]=1. Reactants: FC1=CC=C(C=C1)C1=NC(=NC(=C1)C(F)(F)F)N1C=NC(=C1)I (4-(4-fluoro-phenyl)-2-(4-iodo-imidazol-1-yl)-6-trifluoromethyl-pyrimidine), NC1=NC=C(C=C1)B1OC(C(O1)(C)C)(C)C (2-amino-5-(4,4,5,5-tetramethyl-1,3,2-dioxaborolan-2-yl)pyridine). Yield: 33.0%. The product is FC1=CC=C(C=C1)C1=NC(=NC(=C1)C(F)(F)F)N1C=NC(=C1)C=1C=CC(=NC1)N (5-{1-[4-(4-Fluoro-phenyl)-6-trifluoromethyl-pyrimidin-2-yl]-1H-imidazol-4-yl}-pyridin-2-ylamine), solid. Procedure details: The title compound was prepared from 4-(4-fluoro-phenyl)-2-(4-iodo-imidazol-1-yl)-6-trifluoromethyl-pyrimidine (example E.79) (0.43 g, 1.0 mmol) and commercially available 2-amino-5-(4,4,5,5-tetramethyl-1,3,2-dioxaborolan-2-yl)pyridine (0.26 g, 1.2 mmol) according to the general procedure VI. Obtained as a light yellow solid (0.13 g, 33%). MS (ISP) 401.3 [(M+H)+]; mp 249.5° C.